From a dataset of the Open Reaction Database (ORD), a public repository of structured organic reaction records. describe an organic reaction: reactants, conditions, products, and yield Starting materials: crude material, C=O (para-formaldehyde), S(=O)(=O)([O-])[O-].[Mg+2] (magnesium sulfate), C([O-])([O-])=O.[K+].[K+] (potassium carbonate), Cl (HCl), resultant suspension, COC(C(CNCC1=CC=CC=C1)NC(=O)OC(C)(C)C)=O (3-Benzylamino-2-tert-butoxycarbonylamino-propionic acid methyl ester). Solvent: C(Cl)(Cl)Cl (chloroform), ClCCl (dichloromethane). Run at time 48 hour. The product is COC(=O)C1NCN(C1)CC1=CC=CC=C1 (1-Benzyl-imidazolidine-4-carboxylic acid methyl ester). RXN SMILES: [CH3:1][O:2][C:3](=[O:22])[CH:4]([NH:14][C:15](OC(C)(C)C)=O)[CH2:5][NH:6][CH2:7][C:8]1[CH:13]=[CH:12][CH:11]=[CH:10][CH:9]=1.Cl.C=O.S([O-])([O-])(=O)=O.[Mg+2].C(=O)([O-])[O-].[K+].[K+]>ClCCl.C(Cl)(Cl)Cl>[CH3:1][O:2][C:3]([CH:4]1[CH2:5][N:6]([CH2:7][C:8]2[CH:13]=[CH:12][CH:11]=[CH:10][CH:9]=2)[CH2:15][NH:14]1)=[O:22] |f:3.4,5.6.7|. Reported procedure: 3-Benzylamino-2-tert-butoxycarbonylamino-propionic acid methyl ester (4.01 g, 13.02 mmol) was dissolved in dichloromethane (20 mL) and HCl (4M Dioxane, 40 mL) was added. The resultant suspension was stirred at room temperature for 30 minutes, after which all volatiles were removed in vacuo. The crude material was mixed with para-formaldehyde (390 mg, 13.02 mmol), magnesium sulfate (2.6 g), potassium carbonate (2.6 g) and suspended in chloroform (40 mL) Triethylamine (5.07 mL) was added and the r... The reactants are CN1N=CC(=C1)N (1-methyl-1H-pyrazol-4-amine), ClC1=CC=C(CC2CCC(C(C2)C(=O)OCC)=O)C=C1 (ethyl 5-(4-chlorobenzyl)-2-oxocyclohexanecarboxylate). The reagents and catalysts are O.C1(=CC=C(C=C1)S(=O)(=O)O)C (p-toluenesulfonic acid monohydrate). Solvent: C1(=CC=CC=C1)C (toluene). Yields the product ClC1=CC=C(CC2CC=3C(=C4C(=NC3CC2)C=NN4C)O)C=C1 (7-(4-chlorobenzyl)-1-methyl-5,6,7,8-tetrahydro-1H-pyrazolo[4,3-b]quinolin-9-ol). The yield is 34.2%. As a reaction SMILES: [CH3:1][N:2]1[CH:6]=[C:5]([NH2:7])[CH:4]=[N:3]1.[Cl:8][C:9]1[CH:27]=[CH:26][C:12]([CH2:13][CH:14]2[CH2:19][CH:18]([C:20](OCC)=[O:21])[C:17](=O)[CH2:16][CH2:15]2)=[CH:11][CH:10]=1>C1(C)C=CC=CC=1.O.C1(C)C=CC(S(O)(=O)=O)=CC=1>[Cl:8][C:9]1[CH:10]=[CH:11][C:12]([CH2:13][CH:14]2[CH2:15][CH2:16][C:17]3[N:7]=[C:5]4[CH:4]=[N:3][N:2]([CH3:1])[C:6]4=[C:20]([OH:21])[C:18]=3[CH2:19]2)=[CH:26][CH:27]=1 |f:3.4|. Procedure: A solution of 1-methyl-1H-pyrazol-4-amine ((J. Catalan et al., J. Heterocycl. Chem., 1985, 22, 997), 200 mg, 2.06 mmol), ethyl 5-(4-chlorobenzyl)-2-oxocyclohexanecarboxylate (EXAMPLE 69, step 3, 1.43 g, 4.85 mmol), and p-toluenesulfonic acid monohydrate (10 mg, 0.05 mmol) in toluene (15 ml) was stirred at 120° C. for 2.5 h. After cooling to room temperature, the solvent was removed in vacuo. The residue (ca. 1.5 g) was dissolved in diphenyl ether (10 ml) and heated at 240° C. for 1 h. After cool... Reactants: CC(c1ccc(Br)cc1)N1CCC(CCCN2CCCC2=O)(c2ccccc2)OC1=O, Cc1cc(B(O)O)ccn1. As a reaction SMILES: [Br:1][c:2]1[cH:3][cH:4][c:5]([CH:8]([CH3:9])[N:10]2[C:11](=[O:31])[O:12][C:13]([c:16]3[cH:17][cH:18][cH:19][cH:20][cH:21]3)([CH2:22][CH2:23][CH2:24][N:25]3[C:26](=[O:30])[CH2:27][CH2:28][CH2:29]3)[CH2:14][CH2:15]2)[cH:6][cH:7]1.[CH3:32][c:33]1[n:34][cH:35][cH:36][c:37]([B:39]([OH:40])[OH:41])[cH:38]1>>[c:2]1(-[c:37]2[cH:36][cH:35][n:34][c:33]([CH3:32])[cH:38]2)[cH:3][cH:4][c:5]([CH:8]([CH3:9])[N:10]2[C:11](=[O:31])[O:12][C:13]([c:16]3[cH:17][cH:18][cH:19][cH:20][cH:21]3)([CH2:22][CH2:23][CH2:24][N:25]3[C:26](=[O:30])[CH2:27][CH2:28][CH2:29]3)[CH2:14][CH2:15]2)[cH:6][cH:7]1. Yields the product Cc1cc(-c2ccc(C(C)N3CCC(CCCN4CCCC4=O)(c4ccccc4)OC3=O)cc2)ccn1. The reactants are NC1=C(C(=O)N)C=C(C=C1)C(F)(F)F (2-amino-5-(trifluoromethyl)-benzamide), C(CCCC)(=O)Cl (valeryl chloride), [OH-].[Na+] (NaOH), [OH-].[Na+] (NaOH), C(CCCC)(=O)Cl (Valeryl chloride), Cl (HCl). Solvent: C1CCOC1 (THF), C1CCOC1 (THF). Conditions: time 4 hour. Yields the product C(CCC)C1=NC2=CC=C(C=C2C(=N1)O)C(F)(F)F (2-butyl-6-(trifluoromethyl)quinazolin-4-ol). Isolated yield 83.1%. Reaction SMILES: [NH2:1][C:2]1[CH:10]=[CH:9][C:8]([C:11]([F:14])([F:13])[F:12])=[CH:7][C:3]=1[C:4]([NH2:6])=[O:5].[OH-].[Na+].[C:17](Cl)(=O)[CH2:18][CH2:19][CH2:20][CH3:21].Cl>C1COCC1>[CH2:18]([C:17]1[N:6]=[C:4]([OH:5])[C:3]2[C:2](=[CH:10][CH:9]=[C:8]([C:11]([F:12])([F:13])[F:14])[CH:7]=2)[N:1]=1)[CH2:19][CH2:20][CH3:21] |f:1.2|. Reported procedure: Preparation D11, Step 1: 2-amino-5-(trifluoromethyl)-benzamide (100 mg, 0.49 mmol, 1 eq) was suspended in THF (5 mL) at 0° C. then 1.000N NaOH (0.73 mL, 0.735 mmol, 1.5 eq) was added. Valeryl chloride (87 μL, 0.735 mmol, 1.5 eq) was slowly dripped into the mixture. After 4 hours, little reaction. Added more 1.000N NaOH (5.84 mL, 5.88 mmol, 12 eq) followed by more valeryl chloride (0.70 mL, 5.88 mmol, 12 eq). After the reaction was complete, added conc. HCl until pH=3. Stripped off the THF. Extra... As a reaction SMILES: [F:3][C:4]([C:5](=[O:6])[O:7][CH3:8])([C:9]([C:10]([O:11][C:12](=[C:13]([F:14])[F:15])[F:16])([F:17])[F:18])([F:19])[F:20])[F:21].[Na+:2].[Na:22].[OH-:1].[OH2:28].[S:23](=[O:24])(=[O:25])([OH:26])[OH:27]>>[F:3][C:4]([C:5](=[O:6])[OH:7])([C:9]([C:10]([O:11][C:12](=[C:13]([F:14])[F:15])[F:16])([F:17])[F:18])([F:19])[F:20])[F:21]. Product: O=C(O)C(F)(F)C(F)(F)C(F)(F)OC(F)=C(F)F. Reactants: COC(=O)C(F)(F)C(F)(F)C(F)(F)OC(F)=C(F)F, [Na+], [Na], [OH-], O, O=S(=O)(O)O. Reactants: Cc1cc(Nc2cc3cc(C(=O)O)ccc3c(OC(C)C)n2)n[nH]1, OC1CCNCC1. Product: Cc1cc(Nc2cc3cc(C(=O)N4CCC(O)CC4)ccc3c(OC(C)C)n2)n[nH]1. Reaction SMILES: [CH:1]([CH3:2])([CH3:3])[O:4][c:5]1[n:6][c:7]([NH:18][c:19]2[n:20][nH:21][c:22]([CH3:24])[cH:23]2)[cH:8][c:9]2[cH:10][c:11]([C:15](=[O:16])[OH:17])[cH:12][cH:13][c:14]12.[NH:25]1[CH2:26][CH2:27][CH:28]([OH:31])[CH2:29][CH2:30]1>>[CH:1]([CH3:2])([CH3:3])[O:4][c:5]1[n:6][c:7]([NH:18][c:19]2[n:20][nH:21][c:22]([CH3:24])[cH:23]2)[cH:8][c:9]2[cH:10][c:11]([C:15](=[O:17])[N:25]3[CH2:26][CH2:27][CH:28]([OH:31])[CH2:29][CH2:30]3)[cH:12][cH:13][c:14]12.